Dataset: the Open Reaction Database (ORD), a public repository of structured organic reaction records. Task: describe an organic reaction: reactants, conditions, products, and yield Procedure details: To a solution of (4-pyridine-4-yl)aniline (CAS: 13296-04-3, 0.054 g) and 2-chlorosulfonyl-indole-1-carboxylic acid tert-butyl ester (0.120 g; cf. Shankar, Bandarpalle B.; Gilbert, Eric; Rizvi, Razia K.; Huang, Chunli; Kozlowski, Joseph A.; McCombie, Stuart; Shih, Neng-Yang. WO 2006002133) in 1,2-dichlorethane (5.0 ml) was added DMAP (0.047 g). The reaction mixture was stirred at 50° C. for 3 h and chromatographed on silica gel using dichloromethanelethyl acetate as eluent to obtain the desired c... Isolated yield 49.1%. Reactants: N1=CC=C(C=C1)C1=CC=C(N)C=C1 ((4-pyridine-4-yl)aniline), C(C)(C)(C)OC(=O)N1C(=CC2=CC=CC=C12)S(=O)(=O)Cl (2-chlorosulfonyl-indole-1-carboxylic acid tert-butyl ester). Yields the product C(C)(C)(C)OC(=O)N1C(=CC2=CC=CC=C12)S(NC1=CC=C(C=C1)C1=CC=NC=C1)(=O)=O (2-(4-Pyridin-4-yl-phenylsulfamoyl)-indole-1-carboxylic acid tert-butyl ester). RXN SMILES: [N:1]1[CH:6]=[CH:5][C:4]([C:7]2[CH:13]=[CH:12][C:10]([NH2:11])=[CH:9][CH:8]=2)=[CH:3][CH:2]=1.[C:14]([O:18][C:19]([N:21]1[C:29]2[C:24](=[CH:25][CH:26]=[CH:27][CH:28]=2)[CH:23]=[C:22]1[S:30](Cl)(=[O:32])=[O:31])=[O:20])([CH3:17])([CH3:16])[CH3:15]>ClCCCl.CN(C1C=CN=CC=1)C>[C:14]([O:18][C:19]([N:21]1[C:29]2[C:24](=[CH:25][CH:26]=[CH:27][CH:28]=2)[CH:23]=[C:22]1[S:30](=[O:32])(=[O:31])[NH:11][C:10]1[CH:12]=[CH:13][C:7]([C:4]2[CH:5]=[CH:6][N:1]=[CH:2][CH:3]=2)=[CH:8][CH:9]=1)=[O:20])([CH3:17])([CH3:15])[CH3:16]. Reagents/catalysts: CN(C)C=1C=CN=CC1 (DMAP). Solvent: ClCCCl (1,2-dichlorethane). Reaction conditions: temperature 50 celsius, time 3 hour. The reactants are BrC=1C=C(C(N(C1)C)=O)NC1=NC=C(C=C1)C(=O)N1CCOCC1 (5-Bromo-1-methyl-3-[5-(morpholine-4-carbonyl)-pyridin-2-ylamino]-1H-pyridin-2-one). The solvent is O1CCCC1 (tetrahydrofuran). Reaction conditions: time 18 hour. Product: BrC=1C=C(C(N(C1)C)=O)NC1=NC=C(C=C1)CN1CCOCC1 (5-Bromo-1-methyl-3-(5-morpholin-4-ylmethyl-pyridin-2-ylamino)-1H-pyridin-2-one). Isolated yield 22.4%. RXN SMILES: [Br:1][C:2]1[CH:3]=[C:4]([NH:10][C:11]2[CH:16]=[CH:15][C:14]([C:17]([N:19]3[CH2:24][CH2:23][O:22][CH2:21][CH2:20]3)=O)=[CH:13][N:12]=2)[C:5](=[O:9])[N:6]([CH3:8])[CH:7]=1>O1CCCC1>[Br:1][C:2]1[CH:3]=[C:4]([NH:10][C:11]2[CH:16]=[CH:15][C:14]([CH2:17][N:19]3[CH2:24][CH2:23][O:22][CH2:21][CH2:20]3)=[CH:13][N:12]=2)[C:5](=[O:9])[N:6]([CH3:8])[CH:7]=1. Reported procedure: 5-Bromo-1-methyl-3-[5-(morpholine-4-carbonyl)-pyridin-2-ylamino]-1H-pyridin-2-one (2.3 g, 5.9 mmol) was dissolved in 30 mL tetrahydrofuran. Borane tetrahydrofuran complex (2.5 g, 29 mmol) was added. After stirring for 18 hours, this was concentrated in vacuo. Ethanol was added. This was refluxed for one hour. This was concentrated in vacuo and purified by flash chromatography to yield 5-Bromo-1-methyl-3-(5-morpholin-4-ylmethyl-pyridin-2-ylamino)-1H-pyridin-2-one (500 mg, 1.32 mmol). MS (ESI) 381...